Dataset: the Open Reaction Database (ORD), a public repository of structured organic reaction records. Task: describe an organic reaction: reactants, conditions, products, and yield The reactants are O (water), BrCC=1C=C2C=NN(C2=CC1)C1OCCCC1 (5-(bromomethyl)-1-(2-tetrahydropyranyl)indazole), BrCC=1C=C2C=NN(C2=CC1)C1OCCCC1 (5-(bromomethyl)-1-(2-tetrahydropyranyl)indazole), [N-]=[N+]=[N-].[Na+] (sodium azide). The solvent is CN(C)C=O (DMF). Reaction conditions: temperature 90 celsius. The product is N(=[N+]=[N-])CC=1C=C2C=NN(C2=CC1)C1OCCCC1 (5-(azidomethyl)-1-(2-tetrahydropyranyl)indazole). Yield: 99.5%. Reaction SMILES: Br[CH2:2][C:3]1[CH:4]=[C:5]2[C:9](=[CH:10][CH:11]=1)[N:8]([CH:12]1[CH2:17][CH2:16][CH2:15][CH2:14][O:13]1)[N:7]=[CH:6]2.[N-:18]=[N+:19]=[N-:20].[Na+].O>CN(C=O)C>[N:18]([CH2:2][C:3]1[CH:4]=[C:5]2[C:9](=[CH:10][CH:11]=1)[N:8]([CH:12]1[CH2:17][CH2:16][CH2:15][CH2:14][O:13]1)[N:7]=[CH:6]2)=[N+:19]=[N-:20] |f:1.2|. Procedure details: To a solution of 5-(bromomethyl)-1-(2-tetrahydropyranyl)indazole (compound 93, 3.0 g, 10.2 mmol) in DMF (30 mL), was added with sodium azide (Aldrich, 2.64 g, 40.6 mmol) in one portion. The suspension was heated at 90° C. for 30 minutes and a yellow solution formed. After cooling to room temperature, the reaction mixture was poured into water (100 mL) and extracted with ether (2×150 mL). Combined organic layers were washed with brine, then dried (MgSO4). Evaporation of solvent gave the product (...